Dataset: the Open Reaction Database (ORD), a public repository of structured organic reaction records. Task: describe an organic reaction: reactants, conditions, products, and yield The reactants are ClCC=C(C=C)C (1-chloro-3-methyl-2,4-pentadiene), CCC(CC)=O (pentan-3-one), [OH-].[K+] (potassium hydroxide). The solvent is CCCCC (pentane). Product: CC(C(CC)=O)CC=C(C=C)C (4,7-dimethyl-6,8-nonadien-3-one). The yield is 61.7%. As a reaction SMILES: Cl[CH2:2][CH:3]=[C:4]([CH3:7])[CH:5]=[CH2:6].[CH3:8][CH2:9][C:10](=[O:13])[CH2:11][CH3:12].[OH-].[K+]>CCCCC>[CH3:8][CH:9]([CH2:6][CH:5]=[C:4]([CH3:7])[CH:3]=[CH2:2])[C:10](=[O:13])[CH2:11][CH3:12] |f:2.3|. Procedure details: According to the procedure described in Example 1, from 58 g of 1-chloro-3-methyl-2,4-pentadiene and 43 g of pentan-3-one (diethyl ketone) in the presence of 50 g of powdered potassium hydroxide in 200 ml of dry pentane there are obtained 51 g of crude 4,7-dimethyl-6,8-nonadien-3-one which are subjected to a fractional distillation. Starting materials: O=CCCl, NCc1ccccc1, O. RXN SMILES: [Cl:1][CH2:2][CH:3]=[O:4].[NH2:5][CH2:6][c:7]1[cH:8][cH:9][cH:10][cH:11][cH:12]1.[OH2:13]>>[Cl:1][CH2:2][CH:3]=[N:5][CH2:6][c:7]1[cH:8][cH:9][cH:10][cH:11][cH:12]1. Product: ClCC=NCc1ccccc1. Reactants: [H-].[Na+] (sodium hydride), ClC1=NC=NC(=C1)Cl (4,6-dichloropyrimidine), C(C1=CC=CC=C1)OC1=C(C=C(C=O)C=C1C)C (4-benzyloxy-3,5-dimethylbenzaldehyde), [I-].C[N+]1=CN(C2=C1C=CC=C2)C (1,3-dimethyl-3H-benzimidazol-1-ium-iodide), ice water. The solvent is C1CCOC1 (THF). The product is C(C1=CC=CC=C1)OC1=C(C=C(C=C1C)C(=O)C1=NC=NC(=C1)Cl)C ((4-benzyloxy-3,5-dimethyl-phenyl)-(6-chloro-pyrimidin-4-yl)-methanone). RXN SMILES: [Cl:1][C:2]1[CH:7]=[C:6](Cl)[N:5]=[CH:4][N:3]=1.[CH2:9]([O:16][C:17]1[C:24]([CH3:25])=[CH:23][C:20]([CH:21]=[O:22])=[CH:19][C:18]=1[CH3:26])[C:10]1[CH:15]=[CH:14][CH:13]=[CH:12][CH:11]=1.[I-].C[N+]1C2C=CC=CC=2N(C)C=1.[H-].[Na+]>C1COCC1>[CH2:9]([O:16][C:17]1[C:18]([CH3:26])=[CH:19][C:20]([C:21]([C:6]2[CH:7]=[C:2]([Cl:1])[N:3]=[CH:4][N:5]=2)=[O:22])=[CH:23][C:24]=1[CH3:25])[C:10]1[CH:15]=[CH:14][CH:13]=[CH:12][CH:11]=1 |f:2.3,4.5|. Reported procedure: 150 mg (1.00 mmol) 4,6-dichloropyrimidine, 367 mg (1.50 mmol) 4-benzyloxy-3,5-dimethylbenzaldehyde and 166 mg (0.600 mmol) 1,3-dimethyl-3H-benzimidazol-1-ium-iodide (Chem. Pharm. Bull. 1990, 1147-52) in 10.0 mL THF were stirred at RT. Then 73.0 mg (1.51 mmol) sodium hydride (50% in mineral oil) were added and the reaction mixture was refluxed for 2.5 h. The reaction mixture was added to ice water and extracted with DCM. The organic phase was dried and evaporated down.